From a dataset of the Open Reaction Database (ORD), a public repository of structured organic reaction records. describe an organic reaction: reactants, conditions, products, and yield The reactants are C(C1=CC=CC=C1)OC1=CC=CC2=C1N(C(=N2)C)CC2=CC1=CC=CC=C1C=C2 (7-Benzyloxy-2-methyl-1-naphthalen-2-ylmethyl-1H-benzoimidazole). The reagents and catalysts are [Pd] (Pd—C). Solvent: CO (methanol), C(C)(=O)O (acetic acid). Yields the product CC1N(C2=C(N1)C=CC=C2O)CC2=CC1=CC=CC=C1C=C2 (2-methyl-3-naphthalen-2-ylmethyl-1H-benzoimidazol-4-ol). As a reaction SMILES: C([O:8][C:9]1[C:14]2[N:15]([CH2:19][C:20]3[CH:29]=[CH:28][C:27]4[C:22](=[CH:23][CH:24]=[CH:25][CH:26]=4)[CH:21]=3)[C:16]([CH3:18])=[N:17][C:13]=2[CH:12]=[CH:11][CH:10]=1)C1C=CC=CC=1>CO.C(O)(=O)C.[Pd]>[CH3:18][CH:16]1[NH:17][C:13]2[CH:12]=[CH:11][CH:10]=[C:9]([OH:8])[C:14]=2[N:15]1[CH2:19][C:20]1[CH:29]=[CH:28][C:27]2[C:22](=[CH:23][CH:24]=[CH:25][CH:26]=2)[CH:21]=1. Procedure details: 7-Benzyloxy-2-methyl-1-naphthalen-2-ylmethyl-1H-benzoimidazole (211 mg) in methanol (12 mL) and acetic acid (1.0 mL) was hydrogenated in presence of 10% Pd—C at 45 psi for 20 h. Reaction mixture was filtered through a pad of celite. The filtrate was concentrated to afford 2-methyl-3-naphthalen-2-ylmethyl-1H-benzoimidazol-4-ol, I-111 (211 mg). Reactants: C1CCOC1, O=C(NCc1cccc(C(F)(F)F)c1)c1cncc2c1cnn2-c1ccc(F)cc1, CI. Yields the product C[n+]1cc(C(=O)NCc2cccc(C(F)(F)F)c2)c2cnn(-c3ccc(F)cc3)c2c1, [I-]. As a reaction SMILES: [CH2:33]1[O:34][CH2:35][CH2:36][CH2:37]1.[F:1][C:2]([c:3]1[cH:4][c:5]([CH2:6][NH:7][C:8](=[O:9])[c:10]2[c:11]3[c:12]([cH:13][n:14][cH:15]2)[n:16](-[c:19]2[cH:20][cH:21][c:22]([F:25])[cH:23][cH:24]2)[n:17][cH:18]3)[cH:26][cH:27][cH:28]1)([F:29])[F:30].[I:31][CH3:32]>>[F:1][C:2]([c:3]1[cH:4][c:5]([CH2:6][NH:7][C:8](=[O:9])[c:10]2[c:11]3[c:12]([cH:13][n+:14]([CH3:32])[cH:15]2)[n:16](-[c:19]2[cH:20][cH:21][c:22]([F:25])[cH:23][cH:24]2)[n:17][cH:18]3)[cH:26][cH:27][cH:28]1)([F:29])[F:30].[I-:31]. Reactants: OC1CN2CCC1CC2 (3-Hydroxy quinuclidine), IC1=CC=C(C=C1)OC1=CC=CC=C1 (1-iodo-4-phenoxy-benzene), N1=CC=CC2=CC=C3C=CC=NC3=C12 (1,10-phenanthroline), C(=O)([O-])[O-].[Cs+].[Cs+] (Cs2CO3). Solvent: C1(=CC=CC=C1)C (toluene), C(C)(=O)OCC (ethyl acetate). Conditions: temperature 110 celsius. The product is O(C1=CC=CC=C1)C1=CC=C(OC2CN3CCC2CC3)C=C1 (3-(4-phenoxyphenoxy)quinuclidine). RXN SMILES: [OH:1][CH:2]1[CH:7]2[CH2:8][CH2:9][N:4]([CH2:5][CH2:6]2)[CH2:3]1.I[C:11]1[CH:16]=[CH:15][C:14]([O:17][C:18]2[CH:23]=[CH:22][CH:21]=[CH:20][CH:19]=2)=[CH:13][CH:12]=1.N1C2C(=CC=C3C=2N=CC=C3)C=CC=1.C([O-])([O-])=O.[Cs+].[Cs+]>C1(C)C=CC=CC=1.C(OCC)(=O)C>[O:17]([C:18]1[CH:19]=[CH:20][C:21]([O:1][CH:2]2[CH:7]3[CH2:8][CH2:9][N:4]([CH2:5][CH2:6]3)[CH2:3]2)=[CH:22][CH:23]=1)[C:14]1[CH:15]=[CH:16][CH:11]=[CH:12][CH:13]=1 |f:3.4.5|. Procedure: 3-Hydroxy quinuclidine (Aldrich, 254 mg, 2 mmol) was treated with 1-iodo-4-phenoxy-benzene (Aldrich, 296 mg, 1 mmol), Cul (Strem Chemicals, 19 mg, 0.1 mmol), 1,10-phenanthroline (Aldrich, 36 mg, 0.2 mmol), and Cs2CO3 (660 mg, 2.0 mmol) in toluene (anhydrous, Aldrich, 10 mL) and heated at 110° C. for two days. After cooling to room temperature, the reaction mixture was diluted with ethyl acetate (50 mL) and washed with water (2×10 mL). The organic phase was concentrated and the title compound was... The reactants are CO, COC(=O)c1cccc([N+](=O)[O-])c1O, [Pd]. The product is COC(=O)c1cccc(N)c1O. As a reaction SMILES: [CH3:16][OH:17].[CH3:1][O:2][C:3]([c:4]1[c:5]([OH:13])[c:6]([N+:10]([O-:11])=[O:12])[cH:7][cH:8][cH:9]1)=[O:14].[Pd:15]>>[CH3:1][O:2][C:3]([c:4]1[c:5]([OH:13])[c:6]([NH2:10])[cH:7][cH:8][cH:9]1)=[O:14]. Product: NCc1cccc(C(=O)O)c1. Starting materials: N#Cc1cccc(C(=O)O)c1, CO. RXN SMILES: [C:1](#[N:2])[c:3]1[cH:4][c:5]([C:6](=[O:7])[OH:8])[cH:9][cH:10][cH:11]1.[CH3:12][OH:13]>>[CH2:1]([NH2:2])[c:3]1[cH:4][c:5]([C:6](=[O:7])[OH:8])[cH:9][cH:10][cH:11]1. Reactants: CCOC(C)=O, CC(Cl)Cl, N#CC1=C(C#N)C(=O)C(Cl)=C(Cl)C1=O, ClCCl, O, COc1ccc(COC(c2ccc(OC(COc3ccc(C=O)cc3)c3ccccc3)cc2)(C(F)(F)F)C(F)(F)F)cc1. The product is O=Cc1ccc(OCC(Oc2ccc(C(O)(C(F)(F)F)C(F)(F)F)cc2)c2ccccc2)cc1. As a reaction SMILES: [CH3:66][CH2:67][O:68][C:69]([CH3:70])=[O:71].[Cl:44][CH:45]([Cl:46])[CH3:47].[Cl:48][C:49]1=[C:60]([Cl:61])[C:58](=[O:59])[C:55]([C:56]#[N:57])=[C:52]([C:53]#[N:54])[C:50]1=[O:51].[Cl:63][CH2:64][Cl:65].[OH2:62].[c:1]1([CH:7]([CH2:8][O:9][c:10]2[cH:11][cH:12][c:13]([CH:14]=[O:15])[cH:16][cH:17]2)[O:18][c:19]2[cH:20][cH:21][c:22]([C:25]([C:26]([F:27])([F:28])[F:29])([C:30]([F:31])([F:32])[F:33])[O:34][CH2:35][c:36]3[cH:37][cH:38][c:39]([O:40][CH3:41])[cH:42][cH:43]3)[cH:23][cH:24]2)[cH:2][cH:3][cH:4][cH:5][cH:6]1>>[c:1]1([CH:7]([CH2:8][O:9][c:10]2[cH:11][cH:12][c:13]([CH:14]=[O:15])[cH:16][cH:17]2)[O:18][c:19]2[cH:20][cH:21][c:22]([C:25]([C:26]([F:27])([F:28])[F:29])([C:30]([F:31])([F:32])[F:33])[OH:34])[cH:23][cH:24]2)[cH:2][cH:3][cH:4][cH:5][cH:6]1. The yield is 94.2%. Procedure details: 230 mg of 2-acetyl-5,5-dimethyl-3-methoxy-2-cyclohexene-1-one and 284 mg of 4,5-dihydro-6-(4-aminophenyl)-3(2H)-pyridazinone was suspended in 2 ml of ethanol, and the resulting mixture was heated to reflux for an hour. After cooled, crude crystal was collected by filtrating, and purified by silica gel column chromatography (eluting solvent: chloroform:methanol=30:1). 390 mg of the title compound was obtained. m.p. 212.0°-213.5° C. As a reaction SMILES: [C:1]([C:4]1[C:5](=O)[CH2:6][C:7]([CH3:13])([CH3:12])[CH2:8][C:9]=1[O:10]C)(=[O:3])[CH3:2].[NH2:15][C:16]1[CH:21]=[CH:20][C:19]([C:22]2[CH2:23][CH2:24][C:25](=[O:28])[NH:26][N:27]=2)=[CH:18][CH:17]=1>C(O)C>[C:1]([C:4]1[C:9](=[O:10])[CH2:8][C:7]([CH3:13])([CH3:12])[CH2:6][C:5]=1[NH:15][C:16]1[CH:21]=[CH:20][C:19]([C:22]2[CH2:23][CH2:24][C:25](=[O:28])[NH:26][N:27]=2)=[CH:18][CH:17]=1)(=[O:3])[CH3:2]. The product is C(C)(=O)C1=C(CC(CC1=O)(C)C)NC1=CC=C(C=C1)C=1CCC(NN1)=O (3,5-Dihydro-6-(4-((2-acetyl-5,5-dimethyl-3-oxo-1-cyclohexenyl)amino)phenyl)-3(2H) pyridazinone). Starting materials: C(C)(=O)C=1C(CC(CC1OC)(C)C)=O (2-acetyl-5,5-dimethyl-3-methoxy-2-cyclohexene-1-one), NC1=CC=C(C=C1)C=1CCC(NN1)=O (4,5-dihydro-6-(4-aminophenyl)-3(2H)-pyridazinone). Solvent: C(C)O (ethanol).